Dataset: the Open Reaction Database (ORD), a public repository of structured organic reaction records. Task: describe an organic reaction: reactants, conditions, products, and yield Starting materials: [Cl-].[NH4+] (ammonium chloride), C1(CC1)C1=CC(=NN1)NC=1C=C(C=CC1[N+](=O)[O-])N[C@@H](C)C1=CC=C(C=C1)F ((S)-N3-(5-Cyclopropyl-1H-pyrazol-3-yl)-N1-[1-(4-fluorophenyl)ethyl]-4-nitrobenzene-1,3-diamine), C(C)(=O)[O-].[NH4+] (ammonium acetate). Reagents/catalysts: [Zn] (Zinc). Run in CO.C1CCOC1 (MeOH THF). Run at temperature 25 celsius, time 1 hour. Yields the product C1(CC1)C1=CC(=NN1)NC=1C=C(C=CC1N)N[C@@H](C)C1=CC=C(C=C1)F ((S)-N3-(5-Cyclopropyl-1H-pyrazol-3-yl)-N1-[1-(4-fluorophenyl)ethyl]benzene-1,3,4-triamine). As a reaction SMILES: [CH:1]1([C:4]2[NH:8][N:7]=[C:6]([NH:9][C:10]3[CH:11]=[C:12]([NH:19][C@H:20]([C:22]4[CH:27]=[CH:26][C:25]([F:28])=[CH:24][CH:23]=4)[CH3:21])[CH:13]=[CH:14][C:15]=3[N+:16]([O-])=O)[CH:5]=2)[CH2:3][CH2:2]1.[Cl-].[NH4+].C([O-])(=O)C.[NH4+]>CO.C1COCC1.[Zn]>[CH:1]1([C:4]2[NH:8][N:7]=[C:6]([NH:9][C:10]3[CH:11]=[C:12]([NH:19][C@H:20]([C:22]4[CH:23]=[CH:24][C:25]([F:28])=[CH:26][CH:27]=4)[CH3:21])[CH:13]=[CH:14][C:15]=3[NH2:16])[CH:5]=2)[CH2:3][CH2:2]1 |f:1.2,3.4,5.6|. Reported procedure: To a suspension of (S)-N3-(5-cyclopropyl-1H-pyrazol-3-yl)-N1-[1-(4-fluorophenyl)ethyl]-4-nitrobenzene-1,3-diamine (Method 26; 0.37 g, 0.97 mmol) and Zinc dust (0.317 g, 4.85 mmol) in MeOH:THF (1:1, 24 ml) was slowly added saturated ammonium chloride (3.0 ml). The reaction mixture was stirred at 25° C. for 1 hr, to which was then added saturated ammonium acetate solution (5 ml). The resulting mixture was stirred for another 30 min. Zn dust was removed by filtration and washed with EtOAc (20 ml). ... Starting materials: C1CCOC1, CCOC(=O)c1ccc(C#Cc2ccc3c(c2)C(c2ccc(C)s2)=CCC3(C)C)cc1, CCO, Cl, [Na+], [OH-]. Product: Cc1ccc(C2=CCC(C)(C)c3ccc(C#Cc4ccc(C(=O)O)cc4)cc32)s1. As a reaction SMILES: [CH2:38]1[O:39][CH2:40][CH2:41][CH2:42]1.[CH3:1][C:2]1([CH3:31])[c:3]2[cH:4][cH:5][c:6]([C:18]#[C:19][c:20]3[cH:21][cH:22][c:23]([C:24](=[O:25])[O:26][CH2:27][CH3:28])[cH:29][cH:30]3)[cH:7][c:8]2[C:9]([c:12]2[s:13][c:14]([CH3:17])[cH:15][cH:16]2)=[CH:10][CH2:11]1.[CH3:35][CH2:36][OH:37].[ClH:34].[Na+:33].[OH-:32]>>[CH3:1][C:2]1([CH3:31])[c:3]2[cH:4][cH:5][c:6]([C:18]#[C:19][c:20]3[cH:21][cH:22][c:23]([C:24](=[O:25])[OH:26])[cH:29][cH:30]3)[cH:7][c:8]2[C:9]([c:12]2[s:13][c:14]([CH3:17])[cH:15][cH:16]2)=[CH:10][CH2:11]1. The reactants are ClC1=C(C(=CC(=C1)Cl)Cl)C1=CC=CC=2CC(OC21)CO ((±)-[7-(2,4,6-trichlorophenyl)-2,3-dihydro-1-benzofuran-2-yl]methanol), C1(=CC=C(C=C1)S(=O)(=O)Cl)C (p-toluenesulfonyl chloride), Intermediate 10. Yields the product CC1=CC=C(C=C1)S(=O)(=O)OCC1OC2=C(C1)C=CC=C2C2=C(C=C(C=C2Cl)Cl)Cl ((±)-[7-(2,4,6-trichlorophenyl)-2,3-dihydro-1-benzofuran-2-yl]methyl 4-methylbenzenesulfonate). Yield: 68.9%. As a reaction SMILES: [Cl:1][C:2]1[CH:7]=[C:6]([Cl:8])[CH:5]=[C:4]([Cl:9])[C:3]=1[C:10]1[C:18]2[O:17][CH:16]([CH2:19][OH:20])[CH2:15][C:14]=2[CH:13]=[CH:12][CH:11]=1.[C:21]1([CH3:31])[CH:26]=[CH:25][C:24]([S:27](Cl)(=[O:29])=[O:28])=[CH:23][CH:22]=1>>[CH3:31][C:21]1[CH:26]=[CH:25][C:24]([S:27]([O:20][CH2:19][CH:16]2[CH2:15][C:14]3[CH:13]=[CH:12][CH:11]=[C:10]([C:3]4[C:4]([Cl:9])=[CH:5][C:6]([Cl:8])=[CH:7][C:2]=4[Cl:1])[C:18]=3[O:17]2)(=[O:29])=[O:28])=[CH:23][CH:22]=1. Procedure: Treatment of 2,4,6-trichlorobromobenzene (14.5 g, 55.69 mmol) with 2-methoxybenzeneboronic acid (12.69 g, 83.54 mol), dichlorobis(tri-o-tolylphosphine)-palladium(II) (0.656 g, 0.835 mmol), and potassium carbonate (19.21 g, 139.22 mmol) generally according to the procedure described for Intermediate 37 provided 9.8 g (61%) of 2′4′,6′-trichloro-1,1′-biphenyl-2-yl methyl ether. To a solution of 2′ 4′,6′-trichloro-1,1′-biphenyl-2-yl methyl ether (9.8 g, 34.08 mmol) in dichloromethane (100 mL) cooled... Product: CC1(CC(SC2=CC=C(C=C12)C#C[Si](C)(C)C)=O)C (4,4-Dimethyl-6-trimethylsilylethynyl-2-oxo-thiochroman). Reaction conditions: temperature 55 celsius, time 24 hour. Reactants: C[Si](C)(C)C#C (trimethylsilylacetylene), CC1(CC(SC2=CC=C(C=C12)Br)=O)C (4,4-dimethyl-6-bromo-2-oxo-thiochroman), cuprous iodide. Reported procedure: A solution of 1.0 g (3.7 mmol) of 4,4-dimethyl-6-bromo-2-oxo-thiochroman in 1 ml of triethylamine was placed in a heavy-walled tube and degassed and then treated under argon with 2.0 g (2.75 ml, 20.0 mmol) of trimethylsilylacetylene and a powdered mixture of 0.038 g of cuprous iodide and 0.084 g of bis(triphenylphosphine) palladium (II) chloride. The reaction mixture was degassed again, then placed under argon and the tube was sealed. The mixture was heated at 55 degrees C. for 24 hours, allowed... The reagents and catalysts are [Pd](Cl)Cl.C1(=CC=CC=C1)P(C1=CC=CC=C1)C1=CC=CC=C1.C1(=CC=CC=C1)P(C1=CC=CC=C1)C1=CC=CC=C1 (bis(triphenylphosphine) palladium (II) chloride). Run in C(C)N(CC)CC (triethylamine). RXN SMILES: [CH3:1][C:2]1([CH3:14])[C:11]2[C:6](=[CH:7][CH:8]=[C:9](Br)[CH:10]=2)[S:5][C:4](=[O:13])[CH2:3]1.[CH3:15][Si:16]([C:19]#[CH:20])([CH3:18])[CH3:17]>C(N(CC)CC)C.[Pd](Cl)Cl.C1(P(C2C=CC=CC=2)C2C=CC=CC=2)C=CC=CC=1.C1(P(C2C=CC=CC=2)C2C=CC=CC=2)C=CC=CC=1>[CH3:1][C:2]1([CH3:14])[C:11]2[C:6](=[CH:7][CH:8]=[C:9]([C:20]#[C:19][Si:16]([CH3:18])([CH3:17])[CH3:15])[CH:10]=2)[S:5][C:4](=[O:13])[CH2:3]1 |f:3.4.5|.